Dataset: the Open Reaction Database (ORD), a public repository of structured organic reaction records. Task: describe an organic reaction: reactants, conditions, products, and yield Starting materials: CC(=O)OC(C)=O, CN(C)c1ccncc1, Cl, Cl, Cc1cc(Oc2ccc3nc(COc4ccc(CC5SC(=O)NC5=O)cc4)n(C)c3c2)cc(C)c1N, C1CCOC1, c1ccncc1. Product: Cl, CC(=O)Nc1c(C)cc(Oc2ccc3nc(COc4ccc(CC5SC(=O)NC5=O)cc4)n(C)c3c2)cc1C. RXN SMILES: [CH3:39][C:40](=[O:41])[O:42][C:43](=[O:44])[CH3:45].[CH3:52][N:53]([c:54]1[cH:55][cH:56][n:57][cH:58][cH:59]1)[CH3:60].[ClH:1].[ClH:2].[NH2:3][c:4]1[c:5]([CH3:38])[cH:6][c:7]([O:8][c:9]2[cH:10][cH:11][c:12]3[c:13]([n:14]([CH3:33])[c:15]([CH2:17][O:18][c:19]4[cH:20][cH:21][c:22]([CH2:23][CH:24]5[C:25](=[O:30])[NH:26][C:27](=[O:29])[S:28]5)[cH:31][cH:32]4)[n:16]3)[cH:34]2)[cH:35][c:36]1[CH3:37].[O:61]1[CH2:62][CH2:63][CH2:64][CH2:65]1.[cH:46]1[cH:47][cH:48][n:49][cH:50][cH:51]1>>[ClH:1].[NH:3]([c:4]1[c:5]([CH3:38])[cH:6][c:7]([O:8][c:9]2[cH:10][cH:11][c:12]3[c:13]([n:14]([CH3:33])[c:15]([CH2:17][O:18][c:19]4[cH:20][cH:21][c:22]([CH2:23][CH:24]5[C:25](=[O:30])[NH:26][C:27](=[O:29])[S:28]5)[cH:31][cH:32]4)[n:16]3)[cH:34]2)[cH:35][c:36]1[CH3:37])[C:40]([CH3:39])=[O:41]. Reactants: COC1=C(C=CC=C1)B(O)O (o-methoxyphenylboronic acid), CN1NC(C=2C1=NC(=NC2)SC)=O (1-methyl-6-(methylthio)-1,2-dihydro-3H-pyrazolo[3,4-d]pyrimidin-3-one), N (ammonia), C(O)([O-])=O.[Na+] (sodium hydrogencarbonate). Reagents/catalysts: C(C)(=O)[O-].[Cu+2].C(C)(=O)[O-] (copper(II) acetate). Solvent: C(Cl)(Cl)Cl.CN(C=O)C (chloroform N,N-dimethylformamide), N1=CC=CC=C1 (pyridine). Yields the product COC1=C(C=CC=C1)N1N(C2=NC(=NC=C2C1=O)SC)C (2-(2-methoxyphenyl)-1-methyl-6-(methylthio)-1,2-dihydro-3H-pyrazolo[3,4-d]pyrimidin-3-one). Isolated yield 49.0%. Reaction SMILES: [CH3:1][O:2][C:3]1[CH:8]=[CH:7][CH:6]=[CH:5][C:4]=1B(O)O.[CH3:12][N:13]1[C:17]2=[N:18][C:19]([S:22][CH3:23])=[N:20][CH:21]=[C:16]2[C:15](=[O:24])[NH:14]1.N.C(=O)([O-])O.[Na+]>C([O-])(=O)C.[Cu+2].C([O-])(=O)C.C(Cl)(Cl)Cl.CN(C)C=O.N1C=CC=CC=1>[CH3:1][O:2][C:3]1[CH:8]=[CH:7][CH:6]=[CH:5][C:4]=1[N:14]1[C:15](=[O:24])[C:16]2[C:17](=[N:18][C:19]([S:22][CH3:23])=[N:20][CH:21]=2)[N:13]1[CH3:12] |f:3.4,5.6.7,8.9|. Procedure: 280 mg of o-methoxyphenylboronic acid, 320 mg of copper(II) acetate and 0.15 mL of pyridine were added to a chloroform/N,N-dimethylformamide (1/1) solution of 90 mg of 1-methyl-6-(methylthio)-1,2-dihydro-3H-pyrazolo[3,4-d]pyrimidin-3-one, and stirred at room temperature. Aqueous 28% ammonia solution and saturated sodium hydrogencarbonate solution were added to the reaction liquid, and extracted with chloroform. The crude product was purified through a silica gel column (hexane/ethyl acetate) to ... Reactants: [Cl-].ClC1=CC(=C(C=C1)[N+]#N)[N+](=O)[O-] (4-Chloro-2-nitrobenzenediazonium Chloride), solid, COC1=CC=C(C(C)(C)C2=C(C=CC(=C2)C(C)(C)C)O)C=C1 (2-(4-Methoxy-α-cumyl)-4-tert-butylphenol). Product: ClC1=CC=2C(=NN(N2)C2=C(C(=CC(=C2)C(C)(C)C)C(C)(C)C2=CC=C(C=C2)OC)O)C=C1 (5-Chloro-2-[2-hydroxy-3-(4-methoxy-α-cumyl)-5-tert-butylphenyl]-2H-benzotriazole). As a reaction SMILES: [CH3:1][O:2][C:3]1[CH:22]=[CH:21][C:6]([C:7]([C:10]2[CH:15]=[C:14]([C:16]([CH3:19])([CH3:18])[CH3:17])[CH:13]=[CH:12][C:11]=2[OH:20])([CH3:9])[CH3:8])=[CH:5][CH:4]=1.[Cl-].[Cl:24][C:25]1[CH:30]=[CH:29][C:28]([N+:31]#[N:32])=[C:27]([N+:33]([O-])=O)[CH:26]=1>>[Cl:24][C:25]1[CH:30]=[CH:29][C:28]2=[N:31][N:32]([C:12]3[CH:13]=[C:14]([C:16]([CH3:17])([CH3:19])[CH3:18])[CH:15]=[C:10]([C:7]([C:6]4[CH:21]=[CH:22][C:3]([O:2][CH3:1])=[CH:4][CH:5]=4)([CH3:9])[CH3:8])[C:11]=3[OH:20])[N:33]=[C:27]2[CH:26]=1 |f:1.2|. Reported procedure: Following the general procedure of Example 13, starting with the substituted phenol prepared in Example 3 and the diazonium salt prepared in Example 11, the title compound is prepared as a light yellow solid melting at 121-122° C. The structure is confirmed by 1Hnmr and mass spectroscopy analyses. Reaction SMILES: [C:1]([CH3:2])([CH3:3])([CH3:4])[O:5][C:6](=[O:7])[N:8]1[CH2:9][CH:10]2[CH2:11][c:12]3[cH:13][cH:14][c:15]([CH2:22][O:23][CH2:24][CH2:25][OH:26])[n:16][c:17]3[N:18]2[CH:19]([CH3:21])[CH2:20]1.[CH3:37][C:38](=[O:39])[O-:40].[CH3:41][OH:42].[CH:30]([CH3:31])([CH3:32])[N:33]=[C:34]=[O:35].[Cl:27][CH2:28][Cl:29].[NH4+:36].[OH2:43]>>[C:1]([CH3:2])([CH3:3])([CH3:4])[O:5][C:6](=[O:7])[N:8]1[CH2:9][CH:10]2[CH2:11][c:12]3[cH:13][cH:14][c:15]([CH2:22][O:23][C:34]([NH:33][CH:30]([CH3:31])[CH3:32])=[O:35])[n:16][c:17]3[N:18]2[CH:19]([CH3:21])[CH2:20]1. Yields the product CC(C)NC(=O)OCc1ccc2c(n1)N1C(C)CN(C(=O)OC(C)(C)C)CC1C2. The reactants are CC1CN(C(=O)OC(C)(C)C)CC2Cc3ccc(COCCO)nc3N12, CC(=O)[O-], CO, CC(C)N=C=O, ClCCl, [NH4+], O.